Dataset: the Open Reaction Database (ORD), a public repository of structured organic reaction records. Task: describe an organic reaction: reactants, conditions, products, and yield Starting materials: O (water), C(C)(=O)OC1=CC=C(C=C1)C(C(OC(C(OC(C(OC(C(OC(C(C1=CC=C(C=C1)OC(C)=O)(F)F)(F)F)(F)F)(C(F)(F)F)F)(F)F)(F)F)(C(F)(F)F)F)(F)F)(F)F)(F)F (1,14-bis (4-acetoxyphenyl)perfluoro-5,10-dimethyl-3,6,9,12-tetraoxatetradecane), Cl (hydrochloric acid). Run in CO (methanol). Yields the product OC1=CC=C(C=C1)C(C(OC(C(OC(C(OC(C(OC(C(C1=CC=C(C=C1)O)(F)F)(F)F)(F)F)(C(F)(F)F)F)(F)F)(F)F)(C(F)(F)F)F)(F)F)(F)F)(F)F (1,14-Bis (4-hydroxyphenyl)perfluoro-5,10-dimethyl-3,6,9,12-tetraoxatetradecane). The yield is 32.0%. As a reaction SMILES: C([O:4][C:5]1[CH:10]=[CH:9][C:8]([C:11]([F:60])([F:59])[C:12]([F:58])([F:57])[O:13][C:14]([F:56])([F:55])[C:15]([F:54])([C:50]([F:53])([F:52])[F:51])[O:16][C:17]([F:49])([F:48])[C:18]([F:47])([F:46])[O:19][C:20]([F:45])([C:41]([F:44])([F:43])[F:42])[C:21]([F:40])([F:39])[O:22][C:23]([F:38])([F:37])[C:24]([F:36])([F:35])[C:25]2[CH:30]=[CH:29][C:28]([O:31]C(=O)C)=[CH:27][CH:26]=2)=[CH:7][CH:6]=1)(=O)C.Cl.O>CO>[OH:31][C:28]1[CH:27]=[CH:26][C:25]([C:24]([F:35])([F:36])[C:23]([F:37])([F:38])[O:22][C:21]([F:39])([F:40])[C:20]([F:45])([C:41]([F:42])([F:43])[F:44])[O:19][C:18]([F:46])([F:47])[C:17]([F:48])([F:49])[O:16][C:15]([F:54])([C:50]([F:51])([F:52])[F:53])[C:14]([F:55])([F:56])[O:13][C:12]([F:58])([F:57])[C:11]([F:60])([F:59])[C:8]2[CH:7]=[CH:6][C:5]([OH:4])=[CH:10][CH:9]=2)=[CH:30][CH:29]=1. Procedure: To a solution of 4-iodophenyl acetate (7.86 g, 0.030 mole) and 1,14-diiodoerfluoro-5,10-dimethyl-3,6,9,12-tetraoxatetradecane (9.20 g, 0.010 mole) in 45 ml of N,N-dimethylformamide was added copper bronze (5.08 g, 0.080 g atom). This slurry was stirred under nitrogen at 115°-117° C for 96 hours. The cooled reaction mixture was added to a stirred mixture of 150 ml of ether and 200 ml of water. The cuprous salts and excess copper were filtered off and the ether layer was washed repeatedly with wat... The reactants are CC1=NSC(=C1)C(=O)O (3-Methyl-5-isothiazolecarboxylic acid), C(C)(C)N (isopropylamine). Solvent: O1CCCC1 (tetrahydrofuran), O1CCCC1 (tetrahydrofuran). Yields the product CC1=NSC(=C1)C(=O)[O-].C(C)(C)[NH3+] (isopropylammonium 3-methyl-5-isothiazolecarboxylate). Yield: 85.5%. Reaction SMILES: [CH3:1][C:2]1[CH:6]=[C:5]([C:7]([OH:9])=[O:8])[S:4][N:3]=1.[CH:10]([NH2:13])([CH3:12])[CH3:11]>O1CCCC1>[CH3:1][C:2]1[CH:6]=[C:5]([C:7]([O-:9])=[O:8])[S:4][N:3]=1.[CH:10]([NH3+:13])([CH3:12])[CH3:11] |f:3.4|. Procedure details: 3-Methyl-5-isothiazolecarboxylic acid (1.0 g) was dissolved in 10 ml of dry tetrahydrofuran, in which a solution of 0.41 g of isopropylamine in 5 ml of dry tetrahydrofuran were added dropwise at room temperature under stirring. White crystals were formed concurrently with the dropwise addition. After the reaction mixture was stirred further at room temperature for 30 minutes, crystals were collected by filtration and washed with a small amount of dry tetrahydrofuran. The crystals were dried at 4... Reactants: CC(=O)OC1CC2CCC3C(CCC4(C)C3CC(N3CCCC3)C4OC(C)=O)C2(C)CC1N1CCC2(CC1)OCCO2, C=CCBr, CC(C)=O. Product: [Br-], C=CC[N+]1(C2CC3C4CCC5CC(OC(C)=O)C(N6CCC7(CC6)OCCO7)CC5(C)C4CCC3(C)C2OC(C)=O)CCCC1. As a reaction SMILES: [C:5]([CH3:6])(=[O:7])[O:8][CH:9]1[CH2:10][CH:11]2[CH2:12][CH2:13][CH:14]3[CH:15]4[CH2:16][CH:17]([N:42]5[CH2:43][CH2:44][CH2:45][CH2:46]5)[CH:18]([O:38][C:39]([CH3:40])=[O:41])[C:19]4([CH3:20])[CH2:21][CH2:22][CH:23]3[C:24]2([CH3:37])[CH2:25][CH:26]1[N:27]1[CH2:28][CH2:29][C:30]2([O:31][CH2:32][CH2:33][O:34]2)[CH2:35][CH2:36]1.[CH2:1]([CH:2]=[CH2:3])[Br:4].[CH3:47][C:48](=[O:49])[CH3:50]>>[Br-:4].[CH2:1]=[CH:2][CH2:3][N+:42]1([CH:17]2[CH2:16][CH:15]3[CH:14]4[CH2:13][CH2:12][CH:11]5[CH2:10][CH:9]([O:8][C:5]([CH3:6])=[O:7])[CH:26]([N:27]6[CH2:28][CH2:29][C:30]7([O:31][CH2:32][CH2:33][O:34]7)[CH2:35][CH2:36]6)[CH2:25][C:24]5([CH3:37])[CH:23]4[CH2:22][CH2:21][C:19]3([CH3:20])[CH:18]2[O:38][C:39]([CH3:40])=[O:41])[CH2:43][CH2:44][CH2:45][CH2:46]1. Reactants: NC1=NC=C(C(=C1N)N[C@H]1[C@H]([C@@H]2C=C[C@H]1C2)C(=O)N)Cl ((1S,2S,3R,4R)-3-(2,3-Diamino-5-chloro-pyridin-4-ylamino)-bicyclo[2.2.1]hept-5-ene-2-carboxylic acid amide), C(C)(C)(C)OC(=O)N1CCC2(CC1)OC1=C(CC2)C=C(C=C1)C(=O)O (N-tert-butoxycarbonyl-6-carboxy-3,4-dihydrospiro[2H-1-benzopyran-2,4′-piperidine]). Conditions: temperature 50 celsius. The product is ClC=1C(=C2C(=NC1)NC(=N2)C=2C=C1CCC3(CCNCC3)OC1=CC2)N[C@H]2[C@H]([C@@H]1C=C[C@H]2C1)C(=O)N ((1S,2S,3R,4R)-3-[(6-chloro-2-spiro[chromane-2,4′-piperidine]-6-yl-3H-imidazo[4,5-b]pyridin-7-yl)amino]bicyclo[2.2.1]hept-5-ene-2-carboxamide). Reaction SMILES: [NH2:1][C:2]1[C:7]([NH2:8])=[C:6]([NH:9][C@@H:10]2[C@@H:15]3[CH2:16][C@@H:12]([CH:13]=[CH:14]3)[C@@H:11]2[C:17]([NH2:19])=[O:18])[C:5]([Cl:20])=[CH:4][N:3]=1.C(OC([N:28]1[CH2:33][CH2:32][C:31]2([CH2:38][CH2:37][C:36]3[CH:39]=[C:40]([C:43](O)=O)[CH:41]=[CH:42][C:35]=3[O:34]2)[CH2:30][CH2:29]1)=O)(C)(C)C>>[Cl:20][C:5]1[C:6]([NH:9][C@@H:10]2[C@@H:15]3[CH2:16][C@@H:12]([CH:13]=[CH:14]3)[C@@H:11]2[C:17]([NH2:19])=[O:18])=[C:7]2[N:8]=[C:43]([C:40]3[CH:39]=[C:36]4[C:35](=[CH:42][CH:41]=3)[O:34][C:31]3([CH2:30][CH2:29][NH:28][CH2:33][CH2:32]3)[CH2:38][CH2:37]4)[NH:1][C:2]2=[N:3][CH:4]=1. Procedure details: In a similar fashion to Compound LXXXVII, (1S,2S,3R,4R)-3-(2,3-Diamino-5-chloro-pyridin-4-ylamino)-bicyclo[2.2.1]hept-5-ene-2-carboxylic acid amide (50 mg, 0.148 mmol) and N-tert-butoxycarbonyl-6-carboxy-3,4-dihydrospiro[2H-1-benzopyran-2,4′-piperidine] (75.4 mg, 0.228 mmol) were reacted. The crude reaction was concentrated, then taken up into 4N HCl/dioxane and heated at 50° C. for 4 hours. The reaction mixture was then concentrated and chromatographed on Gilson HPLC 0-45% CH3CN/H2O. The desire... Reactants: C([O-])(O)=O.[Na+] (sodium bicarbonate), NC1=NC=CC(=C1)C=1SC(=C(C1C#N)C1=C(C=C(C=C1)Cl)Cl)C1=NN=CN1 (2-(2-aminopyridin-4-yl)-4-(2,4-dichlorophenyl)-5-(4H-1,2,4-triazol-3-yl)thiophene-3-carbonitrile), N1=CC=CC=C1 (pyridine), C1(CC1)C(=O)Cl (cyclopropanecarbonyl chloride). Solvent: C(Cl)Cl (methylene chloride). Conditions: temperature 0 celsius, time 2 hour. Yields the product C(#N)C1=C(SC(=C1C1=C(C=C(C=C1)Cl)Cl)C1=NN=CN1)C1=CC(=NC=C1)NC(=O)C1CC1 (N-(4-(3-cyano-4-(2,4-dichlorophenyl)-5-(4H-1,2,4-triazol-3-yl)thiophen-2-yl)pyridin-2-yl)cyclopropanecarboxamide). Yield: 35.5%. As a reaction SMILES: [NH2:1][C:2]1[CH:7]=[C:6]([C:8]2[S:9][C:10]([C:23]3[NH:27][CH:26]=[N:25][N:24]=3)=[C:11]([C:15]3[CH:20]=[CH:19][C:18]([Cl:21])=[CH:17][C:16]=3[Cl:22])[C:12]=2[C:13]#[N:14])[CH:5]=[CH:4][N:3]=1.N1C=CC=CC=1.[CH:34]1([C:37](Cl)=[O:38])[CH2:36][CH2:35]1.C(=O)(O)[O-].[Na+]>C(Cl)Cl>[C:13]([C:12]1[C:11]([C:15]2[CH:20]=[CH:19][C:18]([Cl:21])=[CH:17][C:16]=2[Cl:22])=[C:10]([C:23]2[NH:27][CH:26]=[N:25][N:24]=2)[S:9][C:8]=1[C:6]1[CH:5]=[CH:4][N:3]=[C:2]([NH:1][C:37]([CH:34]2[CH2:36][CH2:35]2)=[O:38])[CH:7]=1)#[N:14] |f:3.4|. Procedure: To a mixture of 2-(2-aminopyridin-4-yl)-4-(2,4-dichlorophenyl)-5-(4H-1,2,4-triazol-3-yl)thiophene-3-carbonitrile (0.100 g, 0.24 mmol) in pyridine (0.39 mL, 4.8 mmol) and methylene chloride (10 mL) was added cyclopropanecarbonyl chloride 0.050 mL, 0.54 mmol) at 0° C. The mixture was stirred at 0° C. for 2 hours. Saturated sodium bicarbonate solution (5 mL) was added and the mixture was vigorously stirred for 15 min. The mixture was extracted with DCM, dried, filtered and evaporated and the residu... Reported procedure: A solution of 500 mg of 2,5-dimethoxycarbonylpyrazine and 0.720 cm3 of 2-(2-aminoethoxy)ethanol in 3 cm3 of ethanol is heated at a temperature in the region of the reflux temperature for 4 hours. The reaction mixture is cooled to a temperature of 20° C. and the white solid formed is then filtered off and washed with twice 5 cm3 of ethanol. 150 mg of N,N′-bis(2-hydroxyethyloxyethyl)-pyrazine-2,5-dicarboxamide are thus obtained in the form of a white solid melting at 125° C. [1H NMR spectrum (300 ... The solvent is C(C)O (ethanol). Conditions: temperature 20 celsius. Reactants: COC(=O)C1=NC=C(N=C1)C(=O)OC (2,5-dimethoxycarbonylpyrazine), NCCOCCO (2-(2-aminoethoxy)ethanol). As a reaction SMILES: CO[C:3]([C:5]1[CH:10]=[N:9][C:8]([C:11]([O:13]C)=O)=[CH:7][N:6]=1)=[O:4].[NH2:15][CH2:16][CH2:17][O:18][CH2:19][CH2:20][OH:21]>C(O)C>[OH:21][CH2:20][CH2:19][O:18][CH2:17][CH2:16][NH:15][C:11]([C:8]1[CH:7]=[N:6][C:5]([C:3]([NH:15][CH2:16][CH2:17][O:18][CH2:19][CH2:20][OH:21])=[O:4])=[CH:10][N:9]=1)=[O:13]. Yields the product OCCOCCNC(=O)C1=NC=C(N=C1)C(=O)NCCOCCO (N,N′-bis(2-hydroxyethyloxyethyl)-pyrazine-2,5-dicarboxamide).